From a dataset of the Open Reaction Database (ORD), a public repository of structured organic reaction records. describe an organic reaction: reactants, conditions, products, and yield The reactants are Cl.O=C1CCC=2C=C(C=NC2N1)/C=C/C(=O)O ((E)-3-(7-oxo-5,6,7,8-tetrahydro-[1,8]naphthyridin-3-yl)acrylic acid hydrochloride), amide, CNCC1=C(C2=CC=CC=C2C=C1)CCC (methyl-(1-propyl-naphthalen-2-ylmethyl)amine), Cl.CN1CC(NC2=C(C1)C=C(C=N2)/C=C/C(=O)O)=O ((E)-3-(4-methyl-2-oxo-2,3,4,5-tetrahydro-1H-pyrido[2,3-e][1,4]diazepin-7-yl)acrylic acid hydrochloride), COC=1C(=C(CCN)C=CC1)OCCC ((3-methoxy-2-propoxy-benzyl)methylamine). The product is Cl.COC=1C(=C(CN(C(\C=C\C=2C=NC=3NC(CCC3C2)=O)=O)C)C=CC1)OCCC ((E)-N-(3-Methoxy-2-propoxy-benzyl)-N-methyl-3-(7-oxo-5,6,7,8-tetrahydro-[1,8]naphthyridin-3-yl)acrylamide hydrochloride). Yield: 22.0%. As a reaction SMILES: [ClH:1].[O:2]=[C:3]1[NH:12][C:11]2[N:10]=[CH:9][C:8](/[CH:13]=[CH:14]/[C:15]([OH:17])=O)=[CH:7][C:6]=2[CH2:5][CH2:4]1.Cl.[CH3:19][N:20]1CC2C=C(/C=C/C(O)=O)C=NC=2NC(=O)C1.[CH3:37][O:38][C:39]1[C:40]([O:48][CH2:49][CH2:50][CH3:51])=[C:41]([CH:45]=[CH:46][CH:47]=1)[CH2:42]CN.CNCC1C=CC2C(=CC=CC=2)C=1CCC>>[ClH:1].[CH3:37][O:38][C:39]1[C:40]([O:48][CH2:49][CH2:50][CH3:51])=[C:41]([CH:45]=[CH:46][CH:47]=1)[CH2:42][N:20]([CH3:19])[C:15](=[O:17])/[CH:14]=[CH:13]/[C:8]1[CH:9]=[N:10][C:11]2[NH:12][C:3](=[O:2])[CH2:4][CH2:5][C:6]=2[CH:7]=1 |f:0.1,2.3,6.7|. Reported procedure: According to the procedure of Example 1, except substituting (E)-3-(7-oxo-5,6,7,8-tetrahydro-[1,8]naphthyridin-3-yl)acrylic acid hydrochloride for the (E)-3-(4-methyl-2-oxo-2,3,4,5-tetrahydro-1H-pyrido[2,3-e][1,4]diazepin-7-yl)acrylic acid hydrochloride, and substituting (3-methoxy-2-propoxy-benzyl)methylamine for the methyl-(1-propyl-naphthalen-2-ylmethyl)amine, the title compound (193 mg, 22%) was prepared as a white solid and as a mixture of amide rotamers: 1H NMR (300 MHz, DMSO-d6) δ 10.6 (s... Reported procedure: A mixture of 2-aza-bicyclo[3.1.0]hexane hydrochloride (example 4 step 7, 49 mg, 1.2 eq.) and potassium carbonate (118 mg, 2.5 eq.) in acetonitrile was stirred 1 h at 60° C. The reaction mixture was cooled to 30° C. and [5-(3-chloro-propoxy)-1H-indol-2-yl]-morpholin-4-yl-methanone (example 4, step 3, 110 mg, 1.0 eq.) was added. The resulting mixture was stirred 24 h at 80° C. The reaction mixture was partitioned between ethyl acetate and water. The aqueous layer was extracted with ethyl acetate a... The product is C12N(CCC2C1)CCCOC=1C=C2C=C(NC2=CC1)C(=O)N1CCOCC1 ({5-[3-(2-Aza-bicyclo[3.1.0]hex-2-yl)-propoxy]-1H-indol-2-yl}-morpholin-4-yl-methanone). Run at temperature 60 celsius, time 1 hour. The yield is 9.5%. RXN SMILES: Cl.[CH:2]12[CH2:7][CH:6]1[CH2:5][CH2:4][NH:3]2.C(=O)([O-])[O-].[K+].[K+].Cl[CH2:15][CH2:16][CH2:17][O:18][C:19]1[CH:20]=[C:21]2[C:25](=[CH:26][CH:27]=1)[NH:24][C:23]([C:28]([N:30]1[CH2:35][CH2:34][O:33][CH2:32][CH2:31]1)=[O:29])=[CH:22]2>C(#N)C>[CH:2]12[CH2:7][CH:6]1[CH2:5][CH2:4][N:3]2[CH2:15][CH2:16][CH2:17][O:18][C:19]1[CH:20]=[C:21]2[C:25](=[CH:26][CH:27]=1)[NH:24][C:23]([C:28]([N:30]1[CH2:35][CH2:34][O:33][CH2:32][CH2:31]1)=[O:29])=[CH:22]2 |f:0.1,2.3.4|. Solvent: C(C)#N (acetonitrile). Starting materials: Cl.C12NCCC2C1 (2-Aza-bicyclo[3.1.0]hexane hydrochloride), C([O-])([O-])=O.[K+].[K+] (potassium carbonate), ClCCCOC=1C=C2C=C(NC2=CC1)C(=O)N1CCOCC1 ([5-(3-Chloro-propoxy)-1H-indol-2-yl]-morpholin-4-yl-methanone).